From a dataset of the Open Reaction Database (ORD), a public repository of structured organic reaction records. describe an organic reaction: reactants, conditions, products, and yield The reactants are CC(C)(C)[O-], CS(C)=O, O=[N+]([O-])c1ccc(F)cc1, [K+], Nc1ncnc2[nH]cnc12, O. The product is Nc1ncnc2c1ncn2-c1ccc([N+](=O)[O-])cc1. As a reaction SMILES: [CH3:11][C:12]([CH3:13])([O-:14])[CH3:15].[CH3:27][S:28](=[O:29])[CH3:30].[F:17][c:18]1[cH:19][cH:20][c:21]([N+:24](=[O:25])[O-:26])[cH:22][cH:23]1.[K+:16].[NH2:1][c:2]1[n:3][cH:4][n:5][c:6]2[nH:7][cH:8][n:9][c:10]12.[OH2:31]>>[NH2:1][c:2]1[n:3][cH:4][n:5][c:6]2[n:7](-[c:18]3[cH:19][cH:20][c:21]([N+:24](=[O:25])[O-:26])[cH:22][cH:23]3)[cH:8][n:9][c:10]12. The reactants are C(#N)C1CCN(CC1)C(=O)N1CC(CC(C1)C1=CC=C(C=C1)OC(F)(F)F)C(=O)O (1-[(4-Cyanopiperidin-1-yl)carbonyl]-5-[4-(trifluoromethoxy)phenyl]piperidine-3-carboxylic acid), COCCC(=O)NN (3-methoxypropanehydrazide). The product is COCCC1=NN=C(O1)C1CN(CC(C1)C1=CC=C(C=C1)OC(F)(F)F)C(=O)N1CCC(CC1)C#N (1-({3-[5-(2-Methoxyethyl)-1,3,4-oxadiazol-2-yl]-5-[4-(trifluoromethoxy)phenyl]piperidin-1-yl}-carbonyl)piperidine-4-carbonitrile). RXN SMILES: [C:1]([CH:3]1[CH2:8][CH2:7][N:6]([C:9]([N:11]2[CH2:16][CH:15]([C:17]3[CH:22]=[CH:21][C:20]([O:23][C:24]([F:27])([F:26])[F:25])=[CH:19][CH:18]=3)[CH2:14][CH:13]([C:28]([OH:30])=O)[CH2:12]2)=[O:10])[CH2:5][CH2:4]1)#[N:2].[CH3:31][O:32][CH2:33][CH2:34][C:35]([NH:37][NH2:38])=O>>[CH3:31][O:32][CH2:33][CH2:34][C:35]1[O:30][C:28]([CH:13]2[CH2:14][CH:15]([C:17]3[CH:18]=[CH:19][C:20]([O:23][C:24]([F:26])([F:27])[F:25])=[CH:21][CH:22]=3)[CH2:16][N:11]([C:9]([N:6]3[CH2:7][CH2:8][CH:3]([C:1]#[N:2])[CH2:4][CH2:5]3)=[O:10])[CH2:12]2)=[N:38][N:37]=1. Procedure: 100 mg (0.15 mmol) of the compound from Example 108A and 36 mg (0.31 mmol) of 3-methoxypropanehydrazide were reacted according to the General Method 4. Yield: 5 mg (7% of theory). Reaction SMILES: [C:1]([OH:9])(=O)[C:2]1[CH:7]=[CH:6][CH:5]=[N:4][CH:3]=1.[Li+].[OH-].N1C=CC=C(CC([N:21]2[CH2:28][S:27][CH2:26][C@@H:22]2[C:23]([OH:25])=[O:24])=O)C=1.[CH2:29]([O:36][C:37]1[CH:48]=[CH:47][C:40]([CH2:41][C@@H:42]([C:44]([OH:46])=[O:45])[NH2:43])=[CH:39][CH:38]=1)[C:30]1[CH:35]=[CH:34][CH:33]=[CH:32][CH:31]=1>>[N:4]1[CH:5]=[CH:6][CH:7]=[C:2]([C:1]([N:21]2[CH2:28][S:27][CH2:26][C@@H:22]2[C:23]([OH:25])=[O:24])=[O:9])[CH:3]=1.[CH2:29]([O:36][C:37]1[CH:38]=[CH:39][C:40]([CH2:41][C@@H:42]([C:44]([OH:46])=[O:45])[NH2:43])=[CH:47][CH:48]=1)[C:30]1[CH:31]=[CH:32][CH:33]=[CH:34][CH:35]=1 |f:1.2,3.4,5.6|. The product is N1=CC(=CC=C1)C(=O)N1[C@@H](C(=O)O)CSC1.C(C1=CC=CC=C1)OC1=CC=C(C[C@H](N)C(=O)O)C=C1 (N-(Pyrid-3-oyl)-D-thioproline (O-benzyl)-L-tyrosine). Reactants: Intermediate 18, [Li+].[OH-] (LiOH), N1=CC(=CC=C1)CC(=O)N1[C@@H](C(=O)O)CSC1.C(C1=CC=CC=C1)OC1=CC=C(C[C@H](N)C(=O)O)C=C1 (N-(Pyrid-3-ylacetyl)-D-thioproline (O-benzyl)-L-tyrosine), C(C1=CN=CC=C1)(=O)O (nicotinic acid), Intermediate 19. Procedure details: Intermediate 18 was coupled to nicotinic acid in a similar manner to that described for Intermediate 19, and subsequently hydrolysed with aqueous LiOH, as described for the compound of Example 7, to afford the title compound. δH (DMSO-d6) 8.78-8.55 (2 H, br m), 8.38 (1 H, br d J 7.8 Hz), 8.21-7.25 (7 H, m), 7.11 (2 H, d, J 8.5 Hz), 6.85 (2 H, br d, J 8.0 Hz), 5.02 (2H, s), 5.03-4.3 (4 H, m), 3.40-3.22 (1 H, br m), 3.03 (1 H, dd, J 13.8, 4.6 Hz) and 2.90-2.75 (2 H, m); m/z (ESI), 492 (MH+). Yields the product CCOC(=O)C=C(C)Cl. Reactants: CCOC(=O)CC(C)=O, ClP(Cl)(Cl)(Cl)Cl, O. Reaction SMILES: [C:1]([CH2:2][C:3](=[O:4])[CH3:5])(=[O:6])[O:7][CH2:8][CH3:9].[Cl:10][P:11]([Cl:12])([Cl:13])([Cl:14])[Cl:15].[OH2:16]>>[C:1]([CH:2]=[C:3]([CH3:5])[Cl:10])(=[O:6])[O:7][CH2:8][CH3:9]. The reactants are C(OCI)(OC(C)C)=O (iodomethyl 1-methylethyl carbonate), [Na].FC1=C(C=CC(=C1)F)CNC(=O)C=1C(C(=C2N(C[C@@H]3N(C2=O)[C@H](CO3)C)C1)O)=O ((3S,11aR)-N-[(2,4-difluorophenyl)methyl]-6-hydroxy-3-methyl-5,7-dioxo-2,3,5,7,11,11a-hexahydro[1,3]oxazolo[3,2-a]pyrido[1,2-d]pyrazine-8-carboxamide sodium salt), C([O-])([O-])=O.[K+].[K+] (potassium carbonate). Reagents/catalysts: S(=O)(=O)(O)[O-].C(CCC)[N+](CCCC)(CCCC)CCCC (tetrabutylammonium hydrogen sulfate). The product is C(OCOC=1C(C(=CN2C[C@@H]3N(C(C21)=O)[C@H](CO3)C)C(=O)NCC3=C(C=C(C=C3)F)F)=O)(OC(C)C)=O ({[(3S,11aR)-8-({[(2,4-Difluorophenyl)methyl]amino}carbonyl)-3-methyl-5,7-dioxo-2,3,5,7,11,11a-hexahydro[1,3]oxazolo[3,2-a]pyrido[1,2-d]pyrazin-6-yl]oxy}methyl 1-methylethyl carbonate). As a reaction SMILES: [C:1](=[O:9])([O:5][CH:6]([CH3:8])[CH3:7])[O:2][CH2:3]I.[Na].[F:11][C:12]1[CH:17]=[C:16]([F:18])[CH:15]=[CH:14][C:13]=1[CH2:19][NH:20][C:21]([C:23]1[C:24](=[O:39])[C:25]([OH:38])=[C:26]2[C:31](=[O:32])[N:30]3[C@@H:33]([CH3:36])[CH2:34][O:35][C@@H:29]3[CH2:28][N:27]2[CH:37]=1)=[O:22].C(=O)([O-])[O-].[K+].[K+]>S([O-])(O)(=O)=O.C([N+](CCCC)(CCCC)CCCC)CCC>[C:1](=[O:9])([O:5][CH:6]([CH3:8])[CH3:7])[O:2][CH2:3][O:38][C:25]1[C:24](=[O:39])[C:23]([C:21]([NH:20][CH2:19][C:13]2[CH:14]=[CH:15][C:16]([F:18])=[CH:17][C:12]=2[F:11])=[O:22])=[CH:37][N:27]2[C:26]=1[C:31](=[O:32])[N:30]1[C@@H:33]([CH3:36])[CH2:34][O:35][C@@H:29]1[CH2:28]2 |f:1.2,3.4.5,6.7,^1:9|. Reported procedure: The title compound was prepared from iodomethyl 1-methylethyl carbonate (140 mg, 0.574 mmol), 1b (50 mg, 0.117 mmol), potassium carbonate (48 mg, 0.351 mmol), and tetrabutylammonium hydrogen sulfate (40 mg, 0.117 mmol), using a similar process to that described in example 1. 1H NMR (CDCl3) δ 10.29 (m, 1H), 8.44 (s, 1H), 7.29 (m, 1H), 6.77 (m, 2H), 5.84 (s, 2H), 5.27 (dd, J=9.6, 3.6 Hz, 1H), 4.88 (m, 1H), 4.56 (m, 2H), 4.40-4.29 (m, 3H), 3.89 (m, 1H), 3.65 (m, 1H), 1.37 (d, J=6.4 Hz, 3H) 1.26 (m,... Product: Nc1cccc(Br)c1F. Reaction SMILES: [Br:1][c:2]1[c:3]([F:11])[c:4]([N+:8]([O-:9])=[O:10])[cH:5][cH:6][cH:7]1.[C:13]([OH:14])(=[O:15])[CH3:16].[CH2:17]([OH:18])[CH3:19].[Fe:20].[OH2:12]>>[Br:1][c:2]1[c:3]([F:11])[c:4]([NH2:8])[cH:5][cH:6][cH:7]1. Reactants: O=[N+]([O-])c1cccc(Br)c1F, CC(=O)O, CCO, [Fe], O. As a reaction SMILES: [Al+3:2].[CH3:5][O:6][C:7]([c:8]1[cH:9][cH:10][c:11]([C:14](=[O:15])[Cl:16])[cH:12][cH:13]1)=[O:17].[Cl-:1].[Cl-:3].[Cl-:4].[Cl:28][CH2:29][Cl:30].[ClH:27].[F:18][c:19]1[c:20]([O:25][CH3:26])[cH:21][cH:22][cH:23][cH:24]1>>[CH3:5][O:6][C:7]([c:8]1[cH:9][cH:10][c:11]([C:14](=[O:15])[c:23]2[cH:22][cH:21][c:20]([O:25][CH3:26])[c:19]([F:18])[cH:24]2)[cH:12][cH:13]1)=[O:17]. The reactants are [Al+3], COC(=O)c1ccc(C(=O)Cl)cc1, [Cl-], [Cl-], [Cl-], ClCCl, Cl, COc1ccccc1F. The product is COC(=O)c1ccc(C(=O)c2ccc(OC)c(F)c2)cc1.